describe an organic reaction: reactants, conditions, products, and yield From a dataset of the Open Reaction Database (ORD), a public repository of structured organic reaction records. Starting materials: CN1[C@H](CO)CCC1 (N-methyl prolinol), [OH-].[Na+] (sodium hydroxide), ClC1=NC(=NC(=N1)NC1=CC(=C(C=C1)OC)Cl)NC1CCCCCC1 (6-Chloro-N-(3-chloro-4-methoxy-phenyl)-N′-cycloheptyl-[1,3,5]triazine-2,4-diamine). Conditions: temperature 25 celsius. The solvent is C1=CC=CC=C1 (benzene). Isolated yield 20.0%. The product is ClC=1C=C(C=CC1OC)NC1=NC(=NC(=N1)NC1CCCCCC1)OCC1N(CCC1)C (N2-(3-chloro-4-methoxyphenyl)-N4-cycloheptyl-6-(1-methyl-2-azolanylmethoxy)-1,3,5-triazine-2,4-diamine), semi-solid. As a reaction SMILES: [CH3:1][N:2]1[CH2:8][CH2:7][CH2:6][C@H:3]1[CH2:4][OH:5].[OH-].[Na+].Cl[C:12]1[N:17]=[C:16]([NH:18][C:19]2[CH:24]=[CH:23][C:22]([O:25][CH3:26])=[C:21]([Cl:27])[CH:20]=2)[N:15]=[C:14]([NH:28][CH:29]2[CH2:35][CH2:34][CH2:33][CH2:32][CH2:31][CH2:30]2)[N:13]=1>C1C=CC=CC=1>[Cl:27][C:21]1[CH:20]=[C:19]([NH:18][C:16]2[N:15]=[C:14]([NH:28][CH:29]3[CH2:30][CH2:31][CH2:32][CH2:33][CH2:34][CH2:35]3)[N:13]=[C:12]([O:5][CH2:4][CH:3]3[CH2:6][CH2:7][CH2:8][N:2]3[CH3:1])[N:17]=2)[CH:24]=[CH:23][C:22]=1[O:25][CH3:26] |f:1.2|. Reported procedure: A mixture of N-methyl prolinol (0.226 g, 1.96 mmol) and sodium hydroxide (79 mg, 1.96 mmol) in benzene (10 mL) was heated to reflux for 2 hours with stirring under nitrogen atmosphere and then cooled to 25° C. followed by the addition of compound 133 (0.25 g, 0.65 mmol) at same temperature. The mixture was heated to reflux for 6 hours, concentrated under vacuum and diluted with water (3 mL). The gum which separated was collected (by decanting out the liquid portion) and purified by column chroma... Starting materials: [F-].C(CCC)[N+](CCCC)(CCCC)CCCC (tetrabutylammonium fluoride), C(C)[Si](O[C@@H](C)[C@@H]1C(N([C@@H]1C#C[Si](C)(C)C)[C@H](C)C1=CC=CC=C1)=O)(CC)CC ((3R,4S)-3-[(S)-1-(triethylsilyloxy)ethyl]-1-[(R)-1-phenylethyl]-4-[2-(trimethylsilyl)ethynyl]-2-azetidinone). Solvent: C(C)(=O)O (acetic acid). The product is O[C@@H](C)[C@@H]1C(N([C@@H]1C#C)[C@H](C)C1=CC=CC=C1)=O ((3R,4S)-3-[(S)-1-hydroxyethyl]-1-[(R)-1-phenylethyl]-4-ethynyl-2-azetidinone). Yield: 93.1%. RXN SMILES: C([Si](CC)(CC)[O:4][C@H:5]([C@H:7]1[C@@H:10]([C:11]#[C:12][Si](C)(C)C)[N:9]([C@@H:17]([C:19]2[CH:24]=[CH:23][CH:22]=[CH:21][CH:20]=2)[CH3:18])[C:8]1=[O:25])[CH3:6])C.[F-].C([N+](CCCC)(CCCC)CCCC)CCC>C(O)(=O)C>[OH:4][C@H:5]([C@H:7]1[C@@H:10]([C:11]#[CH:12])[N:9]([C@@H:17]([C:19]2[CH:20]=[CH:21][CH:22]=[CH:23][CH:24]=2)[CH3:18])[C:8]1=[O:25])[CH3:6] |f:1.2|. Procedure details: The same reaction as in Example 3 was carried out except that (3R,4S)-3-[(S)-1-(triethylsilyloxy)ethyl]-1-[(R)-1-phenylethyl]-4-[2-(trimethylsilyl)ethynyl]-2-azetidinone (826 mg, 1.92 mmol) was used instead of (3R,4S)-3-[(S)-1-(triethylsilyloxy)propyl]-1-[(R)-1-phenylethyl]-4-[2-(trimethylsilyl)ethynyl]-2-azetidinone in the Example 3, and, in addition 0.28 ml of acetic acid and 4.86 ml (4.76 mmol) of tetrabutylammonium fluoride (1M tetrahydrofuran solution) were used, to obtain 435 mg (yield 93%... Starting materials: C(C)C1C(CC(C(C(OC(C2CCCCN2C(C(C2(C(CC(C(C(CC(CC(=C1)C)C)OC)O2)OC)C)O)=O)=O)=O)C(=CC2CC(C(CC2)O)OC)C)C)O)=O (17-ethyl-1,14-dihydroxy-12-[2'-(4"-hydroxy-3"-methoxycyclohexyl)-1'-methylvinyl]-23,25-dimethoxy-13,19,21,27-tetramethyl-11,28-dioxa-4-azatricyclo[22.3.1.04,9 ]octacos-18-ene-2,3,10,16-tetraone), ClCOCC1=CC=CC=C1 (benzyl chloromethyl ether). Run at time 4 hour. Product: C(C)C1C(CC(C(C(OC(C2CCCCN2C(C(C2(C(CC(C(C(CC(CC(=C1)C)C)OC)O2)OC)C)O)=O)=O)=O)C(=CC2CC(C(CC2)OCOCC2=CC=CC=C2)OC)C)C)O)=O (17-Ethyl-1,14-dihydroxy-12-[2'-(4"-benzyloxymethoxy-3"-methoxycyclohexyl)-1'-methylvinyl]-23,25-dimethoxy-13,19,21,27-tetramethyl-11,28-dioxa-4-azatricyclo[22.3.1.04,9 ]octacos-18-ene-2,3,10,16-tetraone). As a reaction SMILES: [CH2:1]([CH:3]1[CH:29]=[C:28]([CH3:30])[CH2:27][CH:26]([CH3:31])[CH2:25][CH:24]([O:32][CH3:33])[CH:23]2[O:34][C:19]([OH:38])([CH:20]([CH3:37])[CH2:21][CH:22]2[O:35][CH3:36])[C:18](=[O:39])[C:17](=[O:40])[N:16]2[CH:11]([CH2:12][CH2:13][CH2:14][CH2:15]2)[C:10](=[O:41])[O:9][CH:8]([C:42]([CH3:53])=[CH:43][CH:44]2[CH2:49][CH2:48][CH:47]([OH:50])[CH:46]([O:51][CH3:52])[CH2:45]2)[CH:7]([CH3:54])[CH:6]([OH:55])[CH2:5][C:4]1=[O:56])[CH3:2].Cl[CH2:58][O:59][CH2:60][C:61]1[CH:66]=[CH:65][CH:64]=[CH:63][CH:62]=1>>[CH2:1]([CH:3]1[CH:29]=[C:28]([CH3:30])[CH2:27][CH:26]([CH3:31])[CH2:25][CH:24]([O:32][CH3:33])[CH:23]2[O:34][C:19]([OH:38])([CH:20]([CH3:37])[CH2:21][CH:22]2[O:35][CH3:36])[C:18](=[O:39])[C:17](=[O:40])[N:16]2[CH:11]([CH2:12][CH2:13][CH2:14][CH2:15]2)[C:10](=[O:41])[O:9][CH:8]([C:42]([CH3:53])=[CH:43][CH:44]2[CH2:49][CH2:48][CH:47]([O:50][CH2:58][O:59][CH2:60][C:61]3[CH:66]=[CH:65][CH:64]=[CH:63][CH:62]=3)[CH:46]([O:51][CH3:52])[CH2:45]2)[CH:7]([CH3:54])[CH:6]([OH:55])[CH2:5][C:4]1=[O:56])[CH3:2]. Reported procedure: To a solution of 17-ethyl-1,14-dihydroxy-12-[2'-(4"-hydroxy-3"-methoxycyclohexyl)-1'-methylvinyl]-23,25-dimethoxy-13,19,21,27-tetramethyl-11,28-dioxa-4-azatricyclo[22.3.1.04,9 ]octacos-18-ene-2,3,10,16-tetraone (150 mg in 2 ml methylene chloride) was added disopropylethylamine (99.4 μl) followed by benzyl chloromethyl ether (34.2 μl neat) and the mixture stirred at room temperature. After 4 hours, the reaction was quenched by the addition of saturated sodium bicarbonate and extracted with ethyl ... Reactants: O=C1c2ccc(Cl)cc2CCc2cc(Br)cnc21, ClCCl, O=C(OO)c1cccc(Cl)c1. The product is O=C1c2ccc(Cl)cc2CCc2cc(Br)c[n+]([O-])c21. As a reaction SMILES: [Br:1][c:2]1[cH:3][c:4]2[c:5]([n:6][cH:7]1)[C:8](=[O:18])[c:9]1[c:10]([cH:13][c:14]([Cl:17])[cH:15][cH:16]1)[CH2:11][CH2:12]2.[Cl:30][CH2:31][Cl:32].[OH:19][O:20][C:21]([c:22]1[cH:23][c:24]([Cl:25])[cH:26][cH:27][cH:28]1)=[O:29]>>[Br:1][c:2]1[cH:3][c:4]2[c:5]([n+:6]([O-:19])[cH:7]1)[C:8](=[O:18])[c:9]1[c:10]([cH:13][c:14]([Cl:17])[cH:15][cH:16]1)[CH2:11][CH2:12]2. Reactants: C(C)(C)(C)OC(=O)NC1=CC=C2C(N3C(=NC2=C1)C(C1=CC(=CC=C13)F)=O)=O (3-(N-t-butyloxycarbonylamino)-8-fluoroindolo[2,1-b]quinazoline-6,12-dione), C(CCC)(=O)OC[C@H]1CO1 ((R)-glycidyl butyrate), [H-].[Li+] (lithium hydride). The solvent is CN(C)C=O (DMF), C(Cl)(Cl)Cl (CHCl3). Conditions: time 8 hour. Yields the product OCC1CN(CO1)C1=CC=C2C(N3C(=NC2=C1)C(C1=CC(=CC=C13)F)=O)=O (3-(5-hydroxymethyloxazolidin-3-yl)-8-fluoroindolo[2,1-b]quinazoline-6,12-dione). RXN SMILES: [C:1]([O:5][C:6]([NH:8][C:9]1[CH:18]=[C:17]2[C:12]([C:13](=[O:28])[N:14]3[C:25]4[C:20](=[CH:21][C:22]([F:26])=[CH:23][CH:24]=4)[C:19](=[O:27])[C:15]3=[N:16]2)=[CH:11][CH:10]=1)=O)(C)([CH3:3])[CH3:2].C(OC[C@@H]1OC1)(=[O:33])CCC.[H-].[Li+]>CN(C=O)C.C(Cl)(Cl)Cl>[OH:33][CH2:2][CH:1]1[O:5][CH2:6][N:8]([C:9]2[CH:18]=[C:17]3[C:12]([C:13](=[O:28])[N:14]4[C:25]5[C:20](=[CH:21][C:22]([F:26])=[CH:23][CH:24]=5)[C:19](=[O:27])[C:15]4=[N:16]3)=[CH:11][CH:10]=2)[CH2:3]1 |f:2.3|. Procedure details: A solution of 3-(N-t-butyloxycarbonylamino)-8-fluoroindolo[2,1-b]quinazoline-6,12-dione (0.5 mmol), (R)-glycidyl butyrate (0.55 mmol) and lithium hydride (0.60 mmol) in DMF is allowed to stir at room temperature overnight. The reaction mixture is diluted with CHCl3, washed with 0.1N HCl, sodium bicarbonate solution, dried (MgSO4) and the solvent is evaporated. Silica gel chromatography (1% MeOH/CHCl3) gives 3-(5-hydroxymethyloxazolidin-3-yl)-8-fluoroindolo[2,1-b]quinazoline-6,12-dione.